Dataset: the Open Reaction Database (ORD), a public repository of structured organic reaction records. Task: describe an organic reaction: reactants, conditions, products, and yield Starting materials: ClC=1N=C(NC1C=1C(=CC(=C(C(=O)O)C1)C)C)CO (5-(4-chloro-2-(hydroxymethyl)-1H-imidazol-5-yl)-2,4-dimethylbenzoic acid), Cl.FC1(CNC1)C1=CC=C(C#N)C=C1 (4-(3-Fluoroazetidin-3-yl)benzonitrile hydrochloride), Cl.FC1(CNC1)C1=CC=C(C#N)C=C1 (4-(3-Fluoroazetidin-3-yl)benzonitrile hydrochloride), CCN=C=NCCCN(C)C.Cl (EDC.HCl), ClC=1N=C(NC1C=1C(=CC(=C(C(=O)O)C1)C)C)CO (5-(4-chloro-2-(hydroxymethyl)-1H-imidazol-5-yl)-2,4-dimethylbenzoic acid). The reagents and catalysts are CN(C1=CC=NC=C1)C (4-dimethylaminopyridine). Run in CN(C=O)C (N,N-dimethylformamide). Conditions: temperature 25 celsius, time 8 hour. Yields the product ClC=1N=C(NC1C=1C(=CC(=C(C(=O)N2CC(C2)(F)C2=CC=C(C#N)C=C2)C1)C)C)CO (4-(1-(5-(4-Chloro-2-(hydroxymethyl)-1H-imidazol-5-yl)-2,4-dimethylbenzoyl)-3-fluoroazetidin-3-yl)benzonitrile). Yield: 29.9%. As a reaction SMILES: [Cl:1][C:2]1[N:3]=[C:4]([CH2:18][OH:19])[NH:5][C:6]=1[C:7]1[C:8]([CH3:17])=[CH:9][C:10]([CH3:16])=[C:11]([CH:15]=1)[C:12]([OH:14])=O.Cl.[F:21][C:22]1([C:26]2[CH:33]=[CH:32][C:29]([C:30]#[N:31])=[CH:28][CH:27]=2)[CH2:25][NH:24][CH2:23]1.CCN=C=NCCCN(C)C.Cl>CN(C)C=O.CN(C)C1C=CN=CC=1>[Cl:1][C:2]1[N:3]=[C:4]([CH2:18][OH:19])[NH:5][C:6]=1[C:7]1[C:8]([CH3:17])=[CH:9][C:10]([CH3:16])=[C:11]([CH:15]=1)[C:12]([N:24]1[CH2:23][C:22]([C:26]2[CH:27]=[CH:28][C:29]([C:30]#[N:31])=[CH:32][CH:33]=2)([F:21])[CH2:25]1)=[O:14] |f:1.2,3.4|. Procedure: Into a 50-mL round-bottom flask, was placed a solution of 5-(4-chloro-2-(hydroxymethyl)-1H-imidazol-5-yl)-2,4-dimethylbenzoic acid (compound 230.6, 180 mg, 0.64 mmol) in N,N-dimethylformamide (15 mL). 4-(3-fluoroazetidin-3-yl)benzonitrile hydrochloride (compound 43.4, 165 mg, 0.78 mmol), EDC.HCl (245 mg, 1.28 mmol) and 4-dimethylaminopyridine (310 mg, 2.54 mmol) were added to the reaction. The reaction mixture was stirred overnight at 25° C. The reaction was then quenched with 5 mL of water. The... Starting materials: CCc1cc(OCc2ccccc2)cc(OCc2ccccc2)c1C=O, CS(C)=O, [O-][Cl+][O-], [Na+], [Na+], O=C([O-])O, O. The product is CCc1cc(OCc2ccccc2)cc(OCc2ccccc2)c1C(=O)O. As a reaction SMILES: [CH2:1]([c:2]1[cH:3][cH:4][cH:5][cH:6][cH:7]1)[O:8][c:9]1[c:10]([CH:11]=[O:12])[c:13]([CH2:25][CH3:26])[cH:14][c:15]([O:17][CH2:18][c:19]2[cH:20][cH:21][cH:22][cH:23][cH:24]2)[cH:16]1.[CH3:36][S:37]([CH3:38])=[O:39].[Cl+:27]([O-:28])[O-:29].[Na+:30].[Na+:35].[O-:31][C:32]([OH:33])=[O:34].[OH2:40]>>[CH2:1]([c:2]1[cH:3][cH:4][cH:5][cH:6][cH:7]1)[O:8][c:9]1[c:10]([C:11](=[O:12])[OH:28])[c:13]([CH2:25][CH3:26])[cH:14][c:15]([O:17][CH2:18][c:19]2[cH:20][cH:21][cH:22][cH:23][cH:24]2)[cH:16]1. The reactants are CC(C)(C)[Si](C)(C)Cl, CN(C)c1ccncc1, ClCCl, OC1CC(n2cc(I)cn2)C1, c1c[nH]cn1. Yields the product CC(C)(C)[Si](C)(C)OC1CC(n2cc(I)cn2)C1. RXN SMILES: [C:17]([CH3:18])([CH3:19])([CH3:20])[Si:21]([CH3:22])([CH3:23])[Cl:24].[CH3:25][N:26]([CH3:27])[c:28]1[cH:29][cH:30][n:31][cH:32][cH:33]1.[Cl:34][CH2:35][Cl:36].[I:1][c:2]1[cH:3][n:4][n:5]([CH:7]2[CH2:8][CH:9]([OH:11])[CH2:10]2)[cH:6]1.[nH:12]1[cH:13][cH:14][n:15][cH:16]1>>[I:1][c:2]1[cH:3][n:4][n:5]([CH:7]2[CH2:8][CH:9]([O:11][Si:21]([C:17]([CH3:18])([CH3:19])[CH3:20])([CH3:22])[CH3:23])[CH2:10]2)[cH:6]1. Reactants: [Al+3], CCOC(=O)c1cc2c(OCc3ccccc3)ccc3c(CC)c(-c4ccc(OCc5ccccc5)cc4)c1n23, CCOCC, [H-], [H-], [H-], [H-], [Li+], C1CCOC1, O. Yields the product CCc1c(-c2ccc(OCc3ccccc3)cc2)c2c(CO)cc3c(OCc4ccccc4)ccc1n32. RXN SMILES: [Al+3:42].[CH2:1]([c:2]1[cH:3][cH:4][cH:5][cH:6][cH:7]1)[O:8][c:9]1[cH:10][cH:11][c:12]2[n:13]3[c:14]([c:15]([C:18](=[O:19])[O:20][CH2:21][CH3:22])[cH:16][c:17]13)[c:23](-[c:27]1[cH:28][cH:29][c:30]([O:33][CH2:34][c:35]3[cH:36][cH:37][cH:38][cH:39][cH:40]3)[cH:31][cH:32]1)[c:24]2[CH2:25][CH3:26].[CH3:48][CH2:49][O:50][CH2:51][CH3:52].[H-:41].[H-:44].[H-:45].[H-:46].[Li+:43].[O:53]1[CH2:54][CH2:55][CH2:56][CH2:57]1.[OH2:47]>>[CH2:1]([c:2]1[cH:3][cH:4][cH:5][cH:6][cH:7]1)[O:8][c:9]1[cH:10][cH:11][c:12]2[n:13]3[c:14]([c:15]([CH2:18][OH:19])[cH:16][c:17]13)[c:23](-[c:27]1[cH:28][cH:29][c:30]([O:33][CH2:34][c:35]3[cH:36][cH:37][cH:38][cH:39][cH:40]3)[cH:31][cH:32]1)[c:24]2[CH2:25][CH3:26]. Reactants: BrC1=C(C=CC=C1)C=1OC=2C(=NC=CC2)N1 (2-(2-bromophenyl)oxazolo[4,5-b]pyridine), cuprous cyanide, CN1C(CCC1)=O (N-methylpyrrolidinone). Reaction conditions: temperature 175 celsius, time 5 hour. Yields the product C(#N)C1=C(C=CC=C1)C=1OC=2C(=NC=CC2)N1 (2-(2-Cyanophenyl)oxazolo[4,5-b]pyridine). As a reaction SMILES: Br[C:2]1[CH:7]=[CH:6][CH:5]=[CH:4][C:3]=1[C:8]1[O:9][C:10]2[C:11]([N:16]=1)=[N:12][CH:13]=[CH:14][CH:15]=2.[CH3:17][N:18]1CCCC1=O>>[C:17]([C:2]1[CH:7]=[CH:6][CH:5]=[CH:4][C:3]=1[C:8]1[O:9][C:10]2[C:11]([N:16]=1)=[N:12][CH:13]=[CH:14][CH:15]=2)#[N:18]. Procedure: A mixture of 2.8 g. of 2-(2-bromophenyl)oxazolo[4,5-b]pyridine, 1.6 g. of cuprous cyanide and 15 ml. of N-methylpyrrolidinone was deairated by bubbling nitrogen through the mixture for 5 minutes. It was then heated to 175° C. in an oil-bath and held at that temperature for 5 hours under a nitrogen atmosphere and then allowed to cool to room temperature. The reaction mixture was treated with 75 ml. of 10% ammonium hydroxide and the resulting precipitate was collected. The precipitate was extracte... The reactants are CC(C)(C)OC(=O)c1cc(Br)c(Br)o1, O=C([O-])[O-], COCCOC, [K+], [K+], CC(=O)[O-], CC(=O)[O-], O, [Pd+2], c1ccc(P(c2ccccc2)c2ccccc2)cc1, OB(O)c1ccncc1. Product: CC(C)(C)OC(=O)c1cc(Br)c(-c2ccncc2)o1. As a reaction SMILES: [Br:1][c:2]1[cH:3][c:4]([C:8](=[O:9])[O:10][C:11]([CH3:12])([CH3:13])[CH3:14])[o:5][c:6]1[Br:7].[C:24](=[O:25])([O-:26])[O-:27].[CH3:49][O:50][CH2:51][CH2:52][O:53][CH3:54].[K+:28].[K+:29].[O-:57][C:58]([CH3:59])=[O:60].[O-:61][C:62]([CH3:63])=[O:64].[OH2:55].[Pd+2:56].[c:30]1([P:31]([c:32]2[cH:33][cH:34][cH:35][cH:36][cH:37]2)[c:38]2[cH:39][cH:40][cH:41][cH:42][cH:43]2)[cH:44][cH:45][cH:46][cH:47][cH:48]1.[n:15]1[cH:16][cH:17][c:18]([B:21]([OH:22])[OH:23])[cH:19][cH:20]1>>[Br:1][c:2]1[cH:3][c:4]([C:8](=[O:9])[O:10][C:11]([CH3:12])([CH3:13])[CH3:14])[o:5][c:6]1-[c:18]1[cH:17][cH:16][n:15][cH:20][cH:19]1.